This data is from the Open Reaction Database (ORD), a public repository of structured organic reaction records. The task is: describe an organic reaction: reactants, conditions, products, and yield Reactants: CN(CCNC=1C2=CC=CC=C2N=C2CCCC(C12)=O)C (3,4-dihydro-9-[2-(dimethylamino)ethylamino]acridin-1(2H)-one), solution, [H-].[Al+3].[Li+].[H-].[H-].[H-] (lithium aluminum hydride). Run in O1CCCC1 (tetrahydrofuran), C1CCOC1 (THF). Conditions: time 0.5 hour. Product: CN(CCNC=1C2=CC=CC=C2N=C2CCCC(C12)O)C (9-[2-(Dimethylamino)ethyl]amino-1,2,3,4-tetrahydroacridin-1-ol). RXN SMILES: [CH3:1][N:2]([CH3:21])[CH2:3][CH2:4][NH:5][C:6]1[C:7]2[C:12]([N:13]=[C:14]3[C:19]=1[C:18](=[O:20])[CH2:17][CH2:16][CH2:15]3)=[CH:11][CH:10]=[CH:9][CH:8]=2.[H-].[Al+3].[Li+].[H-].[H-].[H-]>O1CCCC1>[CH3:1][N:2]([CH3:21])[CH2:3][CH2:4][NH:5][C:6]1[C:7]2[C:12]([N:13]=[C:14]3[C:19]=1[CH:18]([OH:20])[CH2:17][CH2:16][CH2:15]3)=[CH:11][CH:10]=[CH:9][CH:8]=2 |f:1.2.3.4.5.6|. Procedure details: To a cooled solution of 4.4 g of 3,4-dihydro-9-[2-(dimethylamino)ethylamino]acridin-1(2H)-one in 80 ml of tetrahydrofuran was added 8 ml of 1 molar solution of lithium aluminum hydride in THF. This was stirred for 1/2 hour and then quenched with 6 ml of saturated ammonium chloride solution. The inorganics were filtered and rinsed with ethyl acetate. The combined organics were then dried over anhydrous magnesium sulfate and concentrated to give a solid. This was twice recrystallized from acetone/...